From a dataset of the Open Reaction Database (ORD), a public repository of structured organic reaction records. describe an organic reaction: reactants, conditions, products, and yield Reactants: Cc1ccccc1, O, O=P(Br)(Br)Br, Oc1ccc(-c2ccccc2)nn1. Yields the product Brc1ccc(-c2ccccc2)nn1. RXN SMILES: [CH3:20][c:21]1[cH:22][cH:23][cH:24][cH:25][cH:26]1.[OH2:19].[P:14]([Br:15])([Br:16])([Br:17])=[O:18].[c:1]1(-[c:7]2[cH:8][cH:9][c:10]([OH:13])[n:11][n:12]2)[cH:2][cH:3][cH:4][cH:5][cH:6]1>>[c:1]1(-[c:7]2[cH:8][cH:9][c:10]([Br:16])[n:11][n:12]2)[cH:2][cH:3][cH:4][cH:5][cH:6]1. Starting materials: C(C1=CC=CC=C1)N1CC(C(CC1)=O)C (1-benzyl-3-methyl-piperidin-4-one), N1=CC=CC=C1 (pyridine), Cl.NO (hydroxylamine hydrochloride). The solvent is CCO (EtOH). Conditions: temperature 90 celsius, time 8 hour. Product: crude product, C(C1=CC=CC=C1)N1CC(C(CC1)=NO)C (1-benzyl-3-methyl-piperidin-4-one oxime). As a reaction SMILES: [CH2:1]([N:8]1[CH2:13][CH2:12][C:11](=O)[CH:10]([CH3:15])[CH2:9]1)[C:2]1[CH:7]=[CH:6][CH:5]=[CH:4][CH:3]=1.N1C=CC=CC=1.Cl.[NH2:23][OH:24]>CCO>[CH2:1]([N:8]1[CH2:13][CH2:12][C:11](=[N:23][OH:24])[CH:10]([CH3:15])[CH2:9]1)[C:2]1[CH:7]=[CH:6][CH:5]=[CH:4][CH:3]=1 |f:2.3|. Reported procedure: To a solution of 1-benzyl-3-methyl-piperidin-4-one (2.04 g, 10 mmol) in EtOH (20 mL), was added pyridine (20 mL, 0.25 mol) and hydroxylamine hydrochloride (0.70 g, 10 mmol). After being stirred at 90° C. overnight, the resultant solution was concentrated in vacuo to give the crude product 1-benzyl-3-methyl-piperidin-4-one oxime. LCMS m/z: 219 (M+H)+. This material was used without further purification. Starting materials: ClC1=C(C=NC=C1)[N+](=O)[O-] (4-chloro-3-nitropyridine), CN(CCNC)C (N1,N1,N2-trimethyl ethane-1,2-diamine), CCN(C(C)C)C(C)C (DIEA). Run in CCO (EtOH). Yields the product CN(CCN(C1=C(C=NC=C1)[N+](=O)[O-])C)C (N1,N1,N2-trimethyl-N2-(3-nitropyridin-4-yl)ethane-1,2-diamine). As a reaction SMILES: Cl[C:2]1[CH:7]=[CH:6][N:5]=[CH:4][C:3]=1[N+:8]([O-:10])=[O:9].[CH3:11][N:12]([CH3:17])[CH2:13][CH2:14][NH:15][CH3:16].CCN(C(C)C)C(C)C>CCO>[CH3:11][N:12]([CH3:17])[CH2:13][CH2:14][N:15]([CH3:16])[C:2]1[CH:7]=[CH:6][N:5]=[CH:4][C:3]=1[N+:8]([O-:10])=[O:9]. Procedure details: The method of Example 1 was followed using 4-chloro-3-nitropyridine (1.0 eq), N1,N1,N2-trimethyl ethane-1,2-diamine (2.0 eq), and DIEA (2.0 eq) in EtOH yielding N1,N1,N2-trimethyl-N2-(3-nitropyridin-4-yl)ethane-1,2-diamine which was concentrated and taken on as is. LCMS (m/z): 225.1 (MH+); LC Rt=0.574 min. Reactants: ClC1=C(C=CC=C1)C1=CC=CC=2CN(CCOC21)C(=O)OC(C)(C)C (tert-Butyl 9-(2-chlorophenyl)-2,3-dihydro-1,4-benzoxazepine-4(5H)-carboxylate), C(C)(=O)OCC.Cl (hydrogen chloride-ethyl acetate). Run in C(C)(=O)OCC (ethyl acetate). Run at time 1 hour. Product: Cl.ClC1=C(C=CC=C1)C1=CC=CC=2CNCCOC21 (9-(2-chlorophenyl)-2,3,4,5-tetrahydro-1,4-benzoxazepine hydrochloride). The yield is 148.6%. As a reaction SMILES: [Cl:1][C:2]1[CH:7]=[CH:6][CH:5]=[CH:4][C:3]=1[C:8]1[C:18]2[O:17][CH2:16][CH2:15][N:14](C(OC(C)(C)C)=O)[CH2:13][C:12]=2[CH:11]=[CH:10][CH:9]=1.C(OCC)(=O)C.Cl>C(OCC)(=O)C>[ClH:1].[Cl:1][C:2]1[CH:7]=[CH:6][CH:5]=[CH:4][C:3]=1[C:8]1[C:18]2[O:17][CH2:16][CH2:15][NH:14][CH2:13][C:12]=2[CH:11]=[CH:10][CH:9]=1 |f:1.2,4.5|. Reported procedure: A mixture of tert-Butyl 9-(2-chlorophenyl)-2,3-dihydro-1,4-benzoxazepine-4(5H)-carboxylate (180 mg, 0.500 mmol), ethyl acetate (1 ml) and 4N hydrogen chloride-ethyl acetate solution (4 ml) was stirred for 1 hr at room temperature, and the solvent was evaporated under reduced pressure. The residue was recrystallized from a mixed solvent of methanol and ether to give the desired product (110 mg, 74.3%) as a solid. Reactants: C(C)(C)(C)C1=C(C=CC(=C1)C)O (2-tert-Butyl-4-methyl-phenol), C([O-])([O-])=O.[K+].[K+] (potassium carbonate), C(C1=CC=CC=C1)Cl (benzylchloride). Run in CN(C)C=O (DMF). Conditions: time 24 hour. The product is C(C1=CC=CC=C1)OC1=C(C=C(C=C1)C)C(C)(C)C (1-Benzyloxy-2-tert-butyl-4-methyl-benzene). Reaction SMILES: [C:1]([C:5]1[CH:10]=[C:9]([CH3:11])[CH:8]=[CH:7][C:6]=1[OH:12])([CH3:4])([CH3:3])[CH3:2].C(=O)([O-])[O-].[K+].[K+].[CH2:19](Cl)[C:20]1[CH:25]=[CH:24][CH:23]=[CH:22][CH:21]=1>CN(C=O)C>[CH2:19]([O:12][C:6]1[CH:7]=[CH:8][C:9]([CH3:11])=[CH:10][C:5]=1[C:1]([CH3:4])([CH3:3])[CH3:2])[C:20]1[CH:25]=[CH:24][CH:23]=[CH:22][CH:21]=1 |f:1.2.3|. Procedure details: 8 g of 2-tert-Butyl-4-methyl-phenol (49 mmol) and 16.36 g of potassium carbonate (58 mmol) were stirred in 120 ml DMF until a suspension was formed. 6.74 ml of benzylchloride were then added dropwise and the reaction mixture was stirred for 24 h at RT. After two hours heating at 60° C., the reaction mixture was cooled to RT, filtered off, diluted with ethyl acetate, and washed with water followed by brine. The organic phase was dried over magnesium sulphate, filtered off and concentrated under v...